From a dataset of the Open Reaction Database (ORD), a public repository of structured organic reaction records. describe an organic reaction: reactants, conditions, products, and yield Reported procedure: A round bottom flask was charged with 8-fluorochroman-4-one (8.2 g), hydroxylamine hydrochloride (3.78 g) and sodium acetate (4.46 g). A reflux condenser was added, the flask was purged with argon, dry EtOH (20 mL) was added, and the mixture was stirred at reflux for 18 hours. The solution was cooled to room temperature, diluted with EtOAc, and washed with water. The organic phase was dried, and evaporated to give the intermediate 8-fluorochroman-4-one oxime (4), which was reduced with Raney Nic... Reaction SMILES: [F:1][C:2]1[CH:3]=[CH:4][CH:5]=[C:6]2[C:11]=1[O:10][CH2:9][CH2:8][C:7]2=O.Cl.[NH2:14][OH:15].C([O-])(=O)C.[Na+]>>[F:1][C:2]1[CH:3]=[CH:4][CH:5]=[C:6]2[C:11]=1[O:10][CH2:9][CH2:8][C:7]2=[N:14][OH:15] |f:1.2,3.4|. Starting materials: FC=1C=CC=C2C(CCOC12)=O (8-fluorochroman-4-one), Cl.NO (hydroxylamine hydrochloride), C(C)(=O)[O-].[Na+] (sodium acetate). The product is FC=1C=CC=C2C(CCOC12)=NO (8-fluorochroman-4-one oxime). The reactants are CC(C(=O)OC1=C(C(=C(C=C1C)O)C)C)(C)C (2,2-Dimethylpropanoic acid, 4-hydroxy-2,3,6-trimethylphenyl ester), C(C1=CC=CC=C1)Cl (benzyl chloride), C([O-])([O-])=O.[K+].[K+] (potassium carbonate). Solvent: C(C)#N (acetonitrile). The product is CC(C(=O)OC1=C(C(=C(C(=C1)C)OCC1=CC=CC=C1)C)C)(C)C (2,2-Dimethylpropanoic acid, 2,3,5-trimethyl-4-(phenylmethoxy)phenyl ester). RXN SMILES: [CH3:1][C:2]([CH3:17])([CH3:16])[C:3]([O:5][C:6]1[C:11]([CH3:12])=[CH:10][C:9]([OH:13])=[C:8]([CH3:14])[C:7]=1C)=[O:4].[CH2:18](Cl)[C:19]1[CH:24]=[CH:23][CH:22]=[CH:21][CH:20]=1.[C:26](=O)([O-])[O-].[K+].[K+]>C(#N)C>[CH3:17][C:2]([CH3:1])([CH3:16])[C:3]([O:5][C:6]1[CH:7]=[C:8]([CH3:14])[C:9]([O:13][CH2:18][C:19]2[CH:24]=[CH:23][CH:22]=[CH:21][CH:20]=2)=[C:10]([CH3:26])[C:11]=1[CH3:12])=[O:4] |f:2.3.4|. Procedure: A mixture of 43.5 g (184 mmol) of 2,2-dimethylpropanoic acid, 4-hydroxy-2,3,6-trimethylphenyl ester (Example A), 23.4 g (184 mmol) of benzyl chloride and 30.5 g (1.2×184 mmol) of anhydrous potassium carbonate in 500 mL of acetonitrile is stirred at reflux for 70 hours. The solid is removed and the reaction flask and solid are washed with fresh acetonitrile and the solvent removed on a rotary evaporator. The crude product amounts to 60.5 g which crystallizes on standing, mp 50°-53° C. Recrystalli... The product is Cc1c(NC(=O)CC(C)(C)C)c(C)c(C(C)(C)O)c2c1C(c1ccc(C(C)C)cc1)CO2. As a reaction SMILES: [C:1]([CH3:2])(=[O:3])[c:4]1[c:5]([CH3:31])[c:6]([NH:23][C:24]([CH2:25][C:26]([CH3:27])([CH3:28])[CH3:29])=[O:30])[c:7]([CH3:22])[c:8]2[c:12]1[O:11][CH2:10][CH:9]2[c:13]1[cH:14][cH:15][c:16]([CH:19]([CH3:20])[CH3:21])[cH:17][cH:18]1.[C:38]([O:39][CH2:40][CH3:41])(=[O:42])[CH3:43].[CH3:32][CH2:33][CH2:34][CH2:35][CH2:36][CH3:37].[CH:44]([Cl:45])([Cl:46])[Cl:47]>>[C:1]([CH3:2])([OH:3])([c:4]1[c:5]([CH3:31])[c:6]([NH:23][C:24]([CH2:25][C:26]([CH3:27])([CH3:28])[CH3:29])=[O:30])[c:7]([CH3:22])[c:8]2[c:12]1[O:11][CH2:10][CH:9]2[c:13]1[cH:14][cH:15][c:16]([CH:19]([CH3:20])[CH3:21])[cH:17][cH:18]1)[CH3:32]. The reactants are CC(=O)c1c(C)c(NC(=O)CC(C)(C)C)c(C)c2c1OCC2c1ccc(C(C)C)cc1, CCOC(C)=O, CCCCCC, ClC(Cl)Cl. Reactants: ClC1=C(OC(C(=O)Cl)C)C=CC(=C1)Cl (2(RS)-(2,4-dichlorophenoxy)propionyl chloride), NC[C@@H]1[C@H](C[C@@H](O1)N1C(=O)NC(=O)C(=C1)CC)OCC (5'-amino-2',5'-dideoxy-3'-O-ethyl-5-ethyluridine). Yields the product ClC1=C(OC(C(=O)NC[C@@H]2[C@H](C[C@@H](O2)N2C(=O)NC(=O)C(=C2)CC)OCC)C)C=CC(=C1)Cl (5'-[2(RS)-(2,4-dichlorophenoxy)propionamido]-2',5'-dideoxy-3'-O-ethyl-5-ethyluridine). As a reaction SMILES: [Cl:1][C:2]1[CH:13]=[C:12]([Cl:14])[CH:11]=[CH:10][C:3]=1[O:4][CH:5]([CH3:9])[C:6](Cl)=[O:7].[NH2:15][CH2:16][C@H:17]1[O:21][C@@H:20]([N:22]2[CH:29]=[C:28]([CH2:30][CH3:31])[C:26](=[O:27])[NH:25][C:23]2=[O:24])[CH2:19][C@@H:18]1[O:32][CH2:33][CH3:34]>>[Cl:1][C:2]1[CH:13]=[C:12]([Cl:14])[CH:11]=[CH:10][C:3]=1[O:4][CH:5]([CH3:9])[C:6]([NH:15][CH2:16][C@H:17]1[O:21][C@@H:20]([N:22]2[CH:29]=[C:28]([CH2:30][CH3:31])[C:26](=[O:27])[NH:25][C:23]2=[O:24])[CH2:19][C@@H:18]1[O:32][CH2:33][CH3:34])=[O:7]. Procedure details: In an analogous manner, from 2(RS)-(2,4-dichlorophenoxy)propionyl chloride (prepared from the acid) and 5'-amino-2',5'-dideoxy-3'-O-ethyl-5-ethyluridine, there was obtained 5'-[2(RS)-(2,4-dichlorophenoxy)propionamido]-2',5'-dideoxy-3'-O-ethyl-5-ethyluridine of melting point 121°-124° C. Reactants: N12C[C@H](C(CC1)CC2)NC(=O)C=2C=CC=C1C2N=C(O1)C1CCC1 ((S)—N-(1-azabicyclo[2.2.2]oct-3-yl)-2-cyclobutylbenzoxazole-4-carboxamide), Cl (HCl). The solvent is C(C)OCC (diethyl ether), CO (methanol), C(C)OCC (diethyl ether). Yields the product Cl.N12C[C@H](C(CC1)CC2)NC(=O)C=2C=CC=C1C2N=C(O1)C1CCC1 ((S)—N-(1-azabicyclo[2.2.2]oct-3-yl)-2-cyclobutylbenzoxazole-4-carboxamide hydrochloride). Yield: 60.0%. As a reaction SMILES: [N:1]12[CH2:8][CH2:7][CH:4]([CH2:5][CH2:6]1)[C@H:3]([NH:9][C:10]([C:12]1[CH:13]=[CH:14][CH:15]=[C:16]3[O:20][C:19]([CH:21]4[CH2:24][CH2:23][CH2:22]4)=[N:18][C:17]=13)=[O:11])[CH2:2]2.[ClH:25]>CO.C(OCC)C>[ClH:25].[N:1]12[CH2:8][CH2:7][CH:4]([CH2:5][CH2:6]1)[C@H:3]([NH:9][C:10]([C:12]1[CH:13]=[CH:14][CH:15]=[C:16]3[O:20][C:19]([CH:21]4[CH2:22][CH2:23][CH2:24]4)=[N:18][C:17]=13)=[O:11])[CH2:2]2 |f:4.5|. Procedure: To a solution of (S)—N-(1-azabicyclo[2.2.2]oct-3-yl)-2-cyclobutylbenzoxazole-4-carboxamide (226 mg, 0.69 mmol) in methanol (1.0 mL) was added a solution of HCl in diethyl ether (1 N, 0.8 mL, 0.8 mmol) at room temperature slowly. The reaction mixture was diluted with diethyl ether. The resulting solid was filtered and washed with diethyl ether to afford (S)—N-(1-azabicyclo[2.2.2]oct-3-yl)-2-cyclobutylbenzoxazole-4-carboxamide hydrochloride (151 mg, 60%) as a white solid: 1H NMR (500 MHz, CDCl3) δ... The reactants are C(C)(C)(C)OC(=O)N1[C@H](C(=O)O)CC(C1)=C (1-(tert-butoxycarbonyl)-4-methyleneproline), C1(=CC=C(C=C1)C(=O)Cl)C1=CC=CC=C1 ([1,1′-biphenyl]-4-carbonyl chloride), N1=CC=CC2=CC(=CC=C12)N (6-quinolinamine). Yields the product C1(=CC=C(C=C1)C(=O)N1[C@@H](CC(C1)=C)C(=O)NC=1C=C2C=CC=NC2=CC1)C1=CC=CC=C1 ((2S)-1-([1,1′-biphenyl]-4-ylcarbonyl)-4-methylene-N-(6-quinolinyl)-2-pyrrolidinecarboxamide). As a reaction SMILES: C(O[C:6]([N:8]1[CH2:15][C:14](=[CH2:16])[CH2:13][C@H:9]1[C:10]([OH:12])=O)=[O:7])(C)(C)C.[C:17]1([C:26]2[CH:31]=[CH:30][CH:29]=[CH:28][CH:27]=2)[CH:22]=[CH:21][C:20](C(Cl)=O)=[CH:19][CH:18]=1.[N:32]1[C:41]2[C:36](=[CH:37][C:38]([NH2:42])=[CH:39][CH:40]=2)[CH:35]=[CH:34][CH:33]=1>>[C:26]1([C:17]2[CH:18]=[CH:19][CH:20]=[CH:21][CH:22]=2)[CH:27]=[CH:28][C:29]([C:6]([N:8]2[CH2:15][C:14](=[CH2:16])[CH2:13][C@H:9]2[C:10]([NH:42][C:38]2[CH:37]=[C:36]3[C:41](=[CH:40][CH:39]=2)[N:32]=[CH:33][CH:34]=[CH:35]3)=[O:12])=[O:7])=[CH:30][CH:31]=1. Reported procedure: Following the general method as outlined in Example 22, starting from 1-(tert-butoxycarbonyl)-4-methyleneproline, [1,1′-biphenyl]-4-carbonyl chloride, and 6-quinolinamine the title compound was obtained in 88% purity by LC/MS. MS(ESI+): m/z=434.2. Starting materials: C(C)(C)(C)OC(=O)N1CCS(C(CC1)(C=1SC(=CC1)C1=CC=C(C=C1)C1=CN=CO1)CC(=O)OC(C)(C)C)(=O)=O (tert-butyl 2-[4-tert-butoxycarbonyl-7-(5-(4-(5-oxazolyl)phenyl)-2-thienyl)-1,1-dioxoperhydro-1,4-thiazepin-7-yl]acetate), solution, Cl (hydrogen chloride). Solvent: C(C)(=O)OCC (ethyl acetate), C(C)(=O)OCC (ethyl acetate). Run at temperature 0 celsius, time 1 hour. Product: Cl.O1C=NC=C1C1=CC=C(C=C1)C1=CC=C(S1)C1(CCNCCS1(=O)=O)CC(=O)OC(C)(C)C (tert-butyl 2-[7-(5-(4-(5-oxazolyl)phenyl)-2-thienyl)-1,1-dioxoperhydro-1,4-thiazepin-7-yl]acetate hydrochloride). Reaction SMILES: C(OC([N:8]1[CH2:14][CH2:13][C:12]([CH2:31][C:32]([O:34][C:35]([CH3:38])([CH3:37])[CH3:36])=[O:33])([C:15]2[S:16][C:17]([C:20]3[CH:25]=[CH:24][C:23]([C:26]4[O:30][CH:29]=[N:28][CH:27]=4)=[CH:22][CH:21]=3)=[CH:18][CH:19]=2)[S:11](=[O:40])(=[O:39])[CH2:10][CH2:9]1)=O)(C)(C)C.[ClH:41]>C(OCC)(=O)C>[ClH:41].[O:30]1[C:26]([C:23]2[CH:22]=[CH:21][C:20]([C:17]3[S:16][C:15]([C:12]4([CH2:31][C:32]([O:34][C:35]([CH3:38])([CH3:37])[CH3:36])=[O:33])[S:11](=[O:40])(=[O:39])[CH2:10][CH2:9][NH:8][CH2:14][CH2:13]4)=[CH:19][CH:18]=3)=[CH:25][CH:24]=2)=[CH:27][N:28]=[CH:29]1 |f:3.4|. Procedure: To a solution of tert-butyl 2-[4-tert-butoxycarbonyl-7-(5-(4-(5-oxazolyl)phenyl)-2-thienyl)-1,1-dioxoperhydro-1,4-thiazepin-7-yl]acetate (4.7 g) in ethyl acetate (40 ml) was added dropwise a solution 4N-hydrogen chloride in ethyl acetate (40 ml) under ice-cooling. After being stirred at 0° C. for 30 minutes and at ambient temperature for 1 hour, reaction mixture was concentrated in vacuo and hydrogen chloride was azeotropically removed with toluene to give tert-butyl 2-[7-(5-(4-(5-oxazolyl)pheny...